From a dataset of the Open Reaction Database (ORD), a public repository of structured organic reaction records. describe an organic reaction: reactants, conditions, products, and yield Reactants: N#CCC(=O)NCc1cccc(F)c1, C1CCNCC1, CCO, O=CC=Cc1ccc(O)c(O)c1. The product is N#CC(=CC=Cc1ccc(O)c(O)c1)C(=O)NCc1cccc(F)c1. Reaction SMILES: [C:19](#[N:20])[CH2:21][C:22](=[O:23])[NH:24][CH2:25][c:26]1[cH:27][c:28]([F:32])[cH:29][cH:30][cH:31]1.[CH2:1]1[CH2:2][CH2:3][NH:4][CH2:5][CH2:6]1.[CH3:33][CH2:34][OH:35].[OH:7][c:8]1[cH:9][c:10]([CH:11]=[CH:12][CH:13]=[O:14])[cH:15][cH:16][c:17]1[OH:18]>>[OH:7][c:8]1[cH:9][c:10]([CH:11]=[CH:12][CH:13]=[C:21]([C:19]#[N:20])[C:22](=[O:23])[NH:24][CH2:25][c:26]2[cH:27][c:28]([F:32])[cH:29][cH:30][cH:31]2)[cH:15][cH:16][c:17]1[OH:18]. Run in CN(C)C=O (DMF), CN(C)C=O (DMF), C(C)N(CC)CC (triethylamine). The reactants are HOAt-ester, solution, NC1=CC=C(C(=O)O)C=C1 (4-aminobenzoic acid), Cl (hydrochloric acid), HOAt-ester, Anilines, N=1NN=NC1C1=CC=C(C(=O)O)C=C1 (4-(2H-tetrazol-5-yl)benzoic acid), C1=CC2=C(N=C1)N(N=N2)O (HOAt), Cl.C(C)N=C=NCCCN(C)C (1-ethyl-3-(3′-dimethylaminopropyl)carbodiimide hydrochloride), hydrochlorides, Cl (hydrochloride). As a reaction SMILES: [N:1]1[NH:2][N:3]=[N:4][C:5]=1[C:6]1[CH:14]=[CH:13][C:9]([C:10]([OH:12])=O)=[CH:8][CH:7]=1.C1C=NC2N(O)N=NC=2C=1.Cl.C(N=C=NCCCN(C)C)C.[NH2:37][C:38]1[CH:46]=[CH:45][C:41]([C:42]([OH:44])=[O:43])=[CH:40][CH:39]=1.Cl>CN(C=O)C.C(N(CC)CC)C>[N:4]1[NH:3][N:2]=[N:1][C:5]=1[C:6]1[CH:7]=[CH:8][C:9]([C:10]([NH:37][C:38]2[CH:46]=[CH:45][C:41]([C:42]([OH:44])=[O:43])=[CH:40][CH:39]=2)=[O:12])=[CH:13][CH:14]=1 |f:2.3|. Run at time 1 hour. Product: N=1NN=NC1C1=CC=C(C(=O)NC2=CC=C(C(=O)O)C=C2)C=C1 (4-[4-(2H-Tetrazol-5-yl)benzoylamino]benzoic acid). Procedure: To a solution of 4-(2H-tetrazol-5-yl)benzoic acid (example 412, 4 mmol) and HOAt (4.2 mmol) in DMF (6 mL) was added 1-ethyl-3-(3′-dimethylaminopropyl)carbodiimide hydrochloride (4.2 mmol) and the resulting mixture was stirred at room temperature for 1 hour. An aliquot of this HOAt-ester solution (0.45 mL) was mixed with 0.25 mL of a solution of 4-aminobenzoic acid (1.2 mmol in 1 mL DMF). (Anilines as hydrochlorides can also be utilised, a slight excess of triethylamine was added to the hydrochlo... Starting materials: FC1=CC=C(C=C1)S(=O)(=O)N(CC(C)C)CC(=O)O ([(4-fluoro-benzenesulfonyl)-isobutyl-amino]-acetic acid), Cl.C1(=CC=CC=C1)C1CCNCC1 (4-phenyl-piperidine hydrochloride). Yields the product C(C(C)C)N(S(=O)(=O)C1=CC=C(C=C1)N1CCC(CC1)C1=CC=CC=C1)CC(=O)O ({Isobutyl-[4-(4-phenyl-piperidin-1-yl)-benzenesulfonyl]amino}-acetic acid). RXN SMILES: F[C:2]1[CH:7]=[CH:6][C:5]([S:8]([N:11]([CH2:16][C:17]([OH:19])=[O:18])[CH2:12][CH:13]([CH3:15])[CH3:14])(=[O:10])=[O:9])=[CH:4][CH:3]=1.Cl.[C:21]1([CH:27]2[CH2:32][CH2:31][NH:30][CH2:29][CH2:28]2)[CH:26]=[CH:25][CH:24]=[CH:23][CH:22]=1>>[CH2:12]([N:11]([CH2:16][C:17]([OH:19])=[O:18])[S:8]([C:5]1[CH:6]=[CH:7][C:2]([N:30]2[CH2:31][CH2:32][CH:27]([C:21]3[CH:26]=[CH:25][CH:24]=[CH:23][CH:22]=3)[CH2:28][CH2:29]2)=[CH:3][CH:4]=1)(=[O:10])=[O:9])[CH:13]([CH3:15])[CH3:14] |f:1.2|. Procedure details: In a manner similar to Example 3(b), [(4-fluoro-benzenesulfonyl)-isobutyl-amino]-acetic acid was condensed with 4-phenyl-piperidine hydrochloride to give the title compound, mp=140-143° C. Isolated yield 44.2%. The product is COC1=NC=CC2=C1C(=NN2CC2=CC=C(C=C2)OC)C2=CC=C(C=C2)S(=O)(=O)N (4-(4-methoxy-1-(4-methoxybenzyl)-1H-pyrazolo[4,3-c]pyridin-3-yl)benzenesulfonamide). As a reaction SMILES: FC(F)(F)S(O[C:7]1[C:11]2[C:12]([O:16][CH3:17])=[N:13][CH:14]=[CH:15][C:10]=2[N:9]([CH2:18][C:19]2[CH:24]=[CH:23][C:22]([O:25][CH3:26])=[CH:21][CH:20]=2)[N:8]=1)(=O)=O.CC1(C)C(C)(C)OB([C:37]2[CH:42]=[CH:41][C:40]([S:43]([NH2:46])(=[O:45])=[O:44])=[CH:39][CH:38]=2)O1.C(=O)([O-])[O-].[K+].[K+]>CN(C=O)C.O.C1C=CC([P]([Pd]([P](C2C=CC=CC=2)(C2C=CC=CC=2)C2C=CC=CC=2)([P](C2C=CC=CC=2)(C2C=CC=CC=2)C2C=CC=CC=2)[P](C2C=CC=CC=2)(C2C=CC=CC=2)C2C=CC=CC=2)(C2C=CC=CC=2)C2C=CC=CC=2)=CC=1>[CH3:17][O:16][C:12]1[C:11]2[C:7]([C:37]3[CH:42]=[CH:41][C:40]([S:43]([NH2:46])(=[O:45])=[O:44])=[CH:39][CH:38]=3)=[N:8][N:9]([CH2:18][C:19]3[CH:20]=[CH:21][C:22]([O:25][CH3:26])=[CH:23][CH:24]=3)[C:10]=2[CH:15]=[CH:14][N:13]=1 |f:2.3.4,^1:63,65,84,103|. Procedure details: To a solution of 4-methoxy-1-(4-methoxybenzyl)-1H-pyrazolo[4,3-c]pyridin-3-yl trifluoromethanesulfonate (100 mg) in DMF (4 mL)/water (0.30 mL) were added 4-(4,4,5,5-tetramethyl-1,3,2-dioxaborolan-2-yl)benzenesulfonamide (102 mg), tetrakis(triphenylphosphine)palladium(0) (27.7 mg) and potassium carbonate (66.2 mg). The reaction mixture was stirred under microwave irradiation at 130° C. for 30 min. The reaction mixture was diluted with water, and the mixture was extracted with ethyl acetate. The o... Run at temperature 130 celsius, time 30 minute. The reagents and catalysts are C=1C=CC(=CC1)[P](C=2C=CC=CC2)(C=3C=CC=CC3)[Pd]([P](C=4C=CC=CC4)(C=5C=CC=CC5)C=6C=CC=CC6)([P](C=7C=CC=CC7)(C=8C=CC=CC8)C=9C=CC=CC9)[P](C=1C=CC=CC1)(C=1C=CC=CC1)C=1C=CC=CC1 (tetrakis(triphenylphosphine)palladium(0)). The reactants are FC(S(=O)(=O)OC1=NN(C2=C1C(=NC=C2)OC)CC2=CC=C(C=C2)OC)(F)F (4-methoxy-1-(4-methoxybenzyl)-1H-pyrazolo[4,3-c]pyridin-3-yl trifluoromethanesulfonate), CC1(OB(OC1(C)C)C1=CC=C(C=C1)S(=O)(=O)N)C (4-(4,4,5,5-tetramethyl-1,3,2-dioxaborolan-2-yl)benzenesulfonamide), C([O-])([O-])=O.[K+].[K+] (potassium carbonate). Solvent: CN(C)C=O (DMF), O (water), O (water). The reactants are CC(C)(C)c1ccc(CNCCc2ccc(Cl)cc2)cc1, ClCCCl, ClCCl, Cl, O=C(O)c1cc(F)cc2cc[nH]c12. Yields the product CC(C)(C)c1ccc(CN(CCc2ccc(Cl)cc2)C(=O)c2cc(F)cc3cc[nH]c23)cc1. As a reaction SMILES: [C:14]([CH3:15])([CH3:16])([CH3:17])[c:18]1[cH:19][cH:20][c:21]([CH2:22][NH:23][CH2:24][CH2:25][c:26]2[cH:27][cH:28][c:29]([Cl:32])[cH:30][cH:31]2)[cH:33][cH:34]1.[CH2:35]([Cl:36])[CH2:37][Cl:38].[Cl:40][CH2:41][Cl:42].[ClH:39].[F:1][c:2]1[cH:3][c:4]2[cH:5][cH:6][nH:7][c:8]2[c:9]([C:11](=[O:12])[OH:13])[cH:10]1>>[F:1][c:2]1[cH:3][c:4]2[cH:5][cH:6][nH:7][c:8]2[c:9]([C:11](=[O:13])[N:23]([CH2:22][c:21]2[cH:20][cH:19][c:18]([C:14]([CH3:15])([CH3:16])[CH3:17])[cH:34][cH:33]2)[CH2:24][CH2:25][c:26]2[cH:27][cH:28][c:29]([Cl:32])[cH:30][cH:31]2)[cH:10]1.